Dataset: the Open Reaction Database (ORD), a public repository of structured organic reaction records. Task: describe an organic reaction: reactants, conditions, products, and yield Yields the product N[C@H]([C@H]([C@H](C1CC1)N=[N+]=[N-])O)CC1CCCCC1 ((1S,2R,3S)-3-amino-1-azido-4-cyclohexyl-1-cyclopropyl-2-butanol). Procedure: In a manner analogous to the procedure described above for the preparation of (2RS,3R,4S)-4-amino-5-cyclohexyl-1,2,3-pentanetriol, by reacting tert-butyl (4S,5R)-4-(cyclohexylmethyl)-5-[(S)-cyclopropylazidomethyl]-2,2-dimethyl-3-oxazolidinecarboxylate there is obtained (1S,2R,3S)-3-amino-1-azido-4-cyclohexyl-1-cyclopropyl-2-butanol as an oil, MS: 253 (M+H)+. Starting materials: N[C@H]([C@H](C(CO)O)O)CC1CCCCC1 ((2RS,3R,4S)-4-amino-5-cyclohexyl-1,2,3-pentanetriol), C1(CCCCC1)C[C@@H]1N(C(O[C@H]1[C@@H](N=[N+]=[N-])C1CC1)(C)C)C(=O)OC(C)(C)C (tert-butyl (4S,5R)-4-(cyclohexylmethyl)-5-[(S)-cyclopropylazidomethyl]-2,2-dimethyl-3-oxazolidinecarboxylate). RXN SMILES: N[C@@H](CC1CCCCC1)[C@@H](O)C(O)CO.[CH:16]1([CH2:22][C@H:23]2[C@H:27]([C@H:28]([CH:32]3[CH2:34][CH2:33]3)[N:29]=[N+:30]=[N-:31])[O:26]C(C)(C)[N:24]2C(OC(C)(C)C)=O)[CH2:21][CH2:20][CH2:19][CH2:18][CH2:17]1>>[NH2:24][C@@H:23]([CH2:22][CH:16]1[CH2:21][CH2:20][CH2:19][CH2:18][CH2:17]1)[C@@H:27]([OH:26])[C@@H:28]([N:29]=[N+:30]=[N-:31])[CH:32]1[CH2:33][CH2:34]1.